This data is from the Open Reaction Database (ORD), a public repository of structured organic reaction records. The task is: describe an organic reaction: reactants, conditions, products, and yield The reactants are ClCCCCOC1=C(C=C(C(=O)OC)C=C1)OC (methyl 4-(4-chlorobutoxy)-3-methoxybenzoate), [N+](=O)(O)[O-] (nitric acid), N(=O)[O-].[Na+] (sodium nitrite), C(C)(=O)O (acetic acid). Solvent: O (water). Reaction conditions: temperature 40 celsius. The product is COC=1C(=CC(=C(C(=O)OC)C1)[N+](=O)[O-])OCCCCCl (methyl 5-methoxy-4-(4-chlorobutoxy)-2-nitrobenzoate). Isolated yield 934.8%. As a reaction SMILES: [Cl:1][CH2:2][CH2:3][CH2:4][CH2:5][O:6][C:7]1[CH:16]=[CH:15][C:10]([C:11]([O:13][CH3:14])=[O:12])=[CH:9][C:8]=1[O:17][CH3:18].[N:19]([O-:21])=[O:20].[Na+].C(O)(=O)C.[N+]([O-])(O)=O>O>[CH3:18][O:17][C:8]1[C:7]([O:6][CH2:5][CH2:4][CH2:3][CH2:2][Cl:1])=[CH:16][C:15]([N+:19]([O-:21])=[O:20])=[C:10]([CH:9]=1)[C:11]([O:13][CH3:14])=[O:12] |f:1.2|. Reported procedure: In a 50 mL volume glass flask equipped with a stirrer, a thermometer and a dropping funnel were placed 10.1 g (36.7 mmol) of methyl 4-(4-chlorobutoxy)-3-methoxybenzoate (purity: 98%) obtained in Example II-18, 0.25 g (3.67 mmol) of sodium nitrite, and 12.5 mL of acetic acid. The resulting mixture was heated to 40° C. under stirring. To the reaction mixture was dropwise added slowly 115.4 g (146.8 mmol) of nitric acid (60 wt. %), and the mixture was heated at 40-50° C. for 5 hours. After the reac... Procedure: [3-(2,6-Dioxo-1,3-dipropyl-2,3,6,7-tetrahydro-1H-purin-8-yl)-bicyclo[3.2.1]oct-8-ylamino]-acetic acid ethyl ester (Example 40a) was hydrolyzed using 1N KOH in MeOH/THF. Mass (ES+418) Starting materials: C(C)OC(CNC1C2CC(CC1CC2)C2=NC=1N(C(N(C(C1N2)=O)CCC)=O)CCC)=O ([3-(2,6-Dioxo-1,3-dipropyl-2,3,6,7-tetrahydro-1H-purin-8-yl)-bicyclo[3.2.1]oct-8-ylamino]-acetic acid ethyl ester), [OH-].[K+] (KOH). The solvent is CO.C1CCOC1 (MeOH THF). Product: O=C1N(C(C=2NC(=NC2N1CCC)C1CC2CCC(C1)C2NCC(=O)O)=O)CCC ([3-(2,6-Dioxo-1,3-dipropyl-2,3,6,7-tetrahydro-1H-purin-8-yl)-bicyclo[3.2.1]oct-8-ylamino]-acetic acid). Reaction SMILES: C([O:3][C:4](=[O:32])[CH2:5][NH:6][CH:7]1[CH:12]2[CH2:13][CH2:14][CH:8]1[CH2:9][CH:10]([C:15]1[NH:23][C:22]3[C:21](=[O:24])[N:20]([CH2:25][CH2:26][CH3:27])[C:19](=[O:28])[N:18]([CH2:29][CH2:30][CH3:31])[C:17]=3[N:16]=1)[CH2:11]2)C.[OH-].[K+]>CO.C1COCC1>[O:28]=[C:19]1[N:18]([CH2:29][CH2:30][CH3:31])[C:17]2[N:16]=[C:15]([CH:10]3[CH2:11][CH:12]4[CH:7]([NH:6][CH2:5][C:4]([OH:32])=[O:3])[CH:8]([CH2:14][CH2:13]4)[CH2:9]3)[NH:23][C:22]=2[C:21](=[O:24])[N:20]1[CH2:25][CH2:26][CH3:27] |f:1.2,3.4|.